From a dataset of the Open Reaction Database (ORD), a public repository of structured organic reaction records. describe an organic reaction: reactants, conditions, products, and yield Starting materials: [Cl-].[NH4+] (ammonium chloride), Cl (hydrochloric acid), C1CC2CC1CC2=O (norcamphor), C1(=CC=CC=C1)[Mg]Br (phenyl magnesium bromide), solution. Solvent: C1CCOC1 (THF), CCOCC (ether). Run at time 8 hour. Product: C1(=CC=CC=C1)C1(C2CCC(C1)C2)O ((±)-2-Phenylbicyclo[2.2.1]heptan-2-ol). RXN SMILES: [CH2:1]1[CH:5]2[CH2:6][C:7](=[O:8])[CH:3]([CH2:4]2)[CH2:2]1.[C:9]1([Mg]Br)[CH:14]=[CH:13][CH:12]=[CH:11][CH:10]=1.[Cl-].[NH4+].Cl>C1COCC1.CCOCC>[C:9]1([C:7]2([OH:8])[CH2:6][CH:5]3[CH2:4][CH:3]2[CH2:2][CH2:1]3)[CH:14]=[CH:13][CH:12]=[CH:11][CH:10]=1 |f:2.3|. Procedure details: To a solution of norcamphor (60.0 g, 0.54 mole) in THF (1 L) at −65° C. was added phenyl magnesium bromide (200 mL of a 3 M solution in ether, 0.60 mole). The temperature was kept between −65° C. and −20° C. during the addition. After completion of addition, the mixture was slowly warmed to room temperature and stirred overnight. The mixture was cooled to 0° C. and saturated aqueous ammonium chloride (200 mL) was added carefully. A solution of 1 N hydrochloric acid was added until the residual s... The reactants are [OH-].[Na+] (Sodium hydroxide), O (water), C(C)OC(C1=CC(=C(C=C1)OCCCCN1CCN(CC1)CCC(C)(C)C)F)=O (4-{4-[4-(3,3-dimethyl-butyl)-piperazin-1-yl]-butoxy}-3-fluoro-benzoic acid ethyl ester). Run in O1CCOCC1 (dioxan). Run at time 1 hour. Product: CC(CCN1CCN(CC1)CCCCOC1=C(C=C(C(=O)O)C=C1)F)(C)C (4-{4-[4-(3,3-Dimethyl-butyl)-piperazin-1-yl]-butoxy}-3-fluoro-benzoic Acid). Isolated yield 67.0%. RXN SMILES: [OH-].[Na+].O.C([O:6][C:7](=[O:32])[C:8]1[CH:13]=[CH:12][C:11]([O:14][CH2:15][CH2:16][CH2:17][CH2:18][N:19]2[CH2:24][CH2:23][N:22]([CH2:25][CH2:26][C:27]([CH3:30])([CH3:29])[CH3:28])[CH2:21][CH2:20]2)=[C:10]([F:31])[CH:9]=1)C>O1CCOCC1>[CH3:28][C:27]([CH3:30])([CH3:29])[CH2:26][CH2:25][N:22]1[CH2:21][CH2:20][N:19]([CH2:18][CH2:17][CH2:16][CH2:15][O:14][C:11]2[CH:12]=[CH:13][C:8]([C:7]([OH:32])=[O:6])=[CH:9][C:10]=2[F:31])[CH2:24][CH2:23]1 |f:0.1|. Procedure details: Sodium hydroxide (0.5 g, 13.2 mmol) and water (5 ml) were added to a solution of 4-{4-[4-(3,3-dimethyl-butyl)-piperazin-1-yl]-butoxy}-3-fluoro-benzoic acid ethyl ester from Example E72.2 (1.35 g, 3.3 mmol) in dioxan (20 ml). The mixture was stirred for 1 h at room temperature then heated at 60° C. for 20 h. Solvents were concentrated in vacuo and azeotroped with toluene. The residue was purified by flash chromatography on silica gel (eluant; 1% 35% ammonia:19% methanol:80% chloroform) to yield t... The reactants are CC(C)=O, COC(=O)C1CCC(O)c2c(-c3ccc(Cl)cc3)noc2C1. The product is COC(=O)C1CCC(=O)c2c(-c3ccc(Cl)cc3)noc2C1. RXN SMILES: [CH3:23][C:24](=[O:25])[CH3:26].[Cl:1][c:2]1[cH:3][cH:4][c:5](-[c:8]2[n:9][o:10][c:11]3[c:12]2[CH:13]([OH:22])[CH2:14][CH2:15][CH:16]([C:18](=[O:19])[O:20][CH3:21])[CH2:17]3)[cH:6][cH:7]1>>[Cl:1][c:2]1[cH:3][cH:4][c:5](-[c:8]2[n:9][o:10][c:11]3[c:12]2[C:13](=[O:22])[CH2:14][CH2:15][CH:16]([C:18](=[O:19])[O:20][CH3:21])[CH2:17]3)[cH:6][cH:7]1. Starting materials: CC(=O)N1CCCC(=O)c2c(Cl)cccc2CCC1=O, O=C([O-])[O-], CO, [K+], [K+]. Yields the product O=C1CCc2cccc(Cl)c2C(=O)CCCN1. RXN SMILES: [C:1](=[O:2])([CH3:3])[N:4]1[C:5](=[O:20])[CH2:6][CH2:7][c:8]2[c:9]([c:15]([Cl:19])[cH:16][cH:17][cH:18]2)[C:10](=[O:14])[CH2:11][CH2:12][CH2:13]1.[C:21](=[O:22])([O-:23])[O-:24].[CH3:27][OH:28].[K+:25].[K+:26]>>[NH:4]1[C:5](=[O:20])[CH2:6][CH2:7][c:8]2[c:9]([c:15]([Cl:19])[cH:16][cH:17][cH:18]2)[C:10](=[O:14])[CH2:11][CH2:12][CH2:13]1. The reactants are NC1=C(CCC2N(CCCC2)C)C=CC=C1 (2-(o-aminophenethyl)-1-methylpiperidine), N1=C(C=CC=C1)C(=O)OCC (ethyl picolinate), [H-].[Na+] (NaH), O (H2O). The solvent is CS(=O)C (DMSO). Reaction conditions: time 2 hour. The product is 5.9, CN1C(CCCC1)CCC1=C(NC(C2=NC=CC=C2)=O)C=CC=C1 (2'-[2-(1-methyl-2-piperidyl)ethyl]picolinanilide). The yield is 50.0%. Reaction SMILES: [NH2:1][C:2]1[CH:16]=[CH:15][CH:14]=[CH:13][C:3]=1[CH2:4][CH2:5][CH:6]1[CH2:11][CH2:10][CH2:9][CH2:8][N:7]1[CH3:12].[N:17]1[CH:22]=[CH:21][CH:20]=[CH:19][C:18]=1[C:23](OCC)=[O:24].[H-].[Na+].O>CS(C)=O>[CH3:12][N:7]1[CH2:8][CH2:9][CH2:10][CH2:11][CH:6]1[CH2:5][CH2:4][C:3]1[CH:13]=[CH:14][CH:15]=[CH:16][C:2]=1[NH:1][C:23](=[O:24])[C:18]1[CH:19]=[CH:20][CH:21]=[CH:22][N:17]=1 |f:2.3|. Procedure: A solution of 2-(o-aminophenethyl)-1-methylpiperidine (8.0 g., 0.037 mole) and ethyl picolinate (5.5 g., 0.037 mole) in DMSO (20 ml.) is treated with NaH (57%) in oil (1.6 g., 0.037 mole) with intermittent cooling to moderate the resulting vigorous reaction. After 2 hr., the mixture is poured into 150 ml. of H2O and the product isolated according to the procedure of Example 25. Crystallization from isopropyl ether affords 5.9 (50%) of analytically pure 2'-[2-(1-methyl-2-piperidyl)ethyl]picolinan... The reactants are COC=1C=C(CC2N(CCCC3=C2C=C(C(=C3)OC)OC)C(C(=O)O)C3=CC=CC=C3)C=CC1OC ([1-(3,4-dimethoxy-benzyl)-7,8-dimethoxy-1,3,4,5-tetrahydro-benzo[c]azepin-2-yl]-phenyl-acetic acid), NCCC#N (3-aminopropionitrile). Yields the product C(#N)CCNC(C(C1=CC=CC=C1)N1C(C2=C(CCC1)C=C(C(=C2)OC)OC)CC2=CC(=C(C=C2)OC)OC)=O (N-(2-Cyano-ethyl)-2-[1-(3,4-dimethoxy-benzyl)-7,8-dimethoxy-1,3,4,5-tetrahydro-benzo[c]azepin-2-yl]-2-phenyl-acetamide). Reaction SMILES: [CH3:1][O:2][C:3]1[CH:4]=[C:5]([CH:32]=[CH:33][C:34]=1[O:35][CH3:36])[CH2:6][CH:7]1[C:13]2[CH:14]=[C:15]([O:20][CH3:21])[C:16]([O:18][CH3:19])=[CH:17][C:12]=2[CH2:11][CH2:10][CH2:9][N:8]1[CH:22]([C:26]1[CH:31]=[CH:30][CH:29]=[CH:28][CH:27]=1)[C:23](O)=[O:24].[NH2:37][CH2:38][CH2:39][C:40]#[N:41]>>[C:40]([CH2:39][CH2:38][NH:37][C:23](=[O:24])[CH:22]([N:8]1[CH2:9][CH2:10][CH2:11][C:12]2[CH:17]=[C:16]([O:18][CH3:19])[C:15]([O:20][CH3:21])=[CH:14][C:13]=2[CH:7]1[CH2:6][C:5]1[CH:32]=[CH:33][C:34]([O:35][CH3:36])=[C:3]([O:2][CH3:1])[CH:4]=1)[C:26]1[CH:31]=[CH:30][CH:29]=[CH:28][CH:27]=1)#[N:41]. Procedure details: prepared by reaction of [1-(3,4-dimethoxy-benzyl)-7,8-dimethoxy-1,3,4,5-tetrahydro-benzo[c]azepin-2-yl]-phenyl-acetic acid with 3-aminopropionitrile.